From a dataset of the Open Reaction Database (ORD), a public repository of structured organic reaction records. describe an organic reaction: reactants, conditions, products, and yield Reactants: O=C(Cl)c1ccc(Br)cc1Cl, C1COCCO1, NS(=O)(=O)C=Cc1ccccc1Cl, [H-], [Na+], O. Yields the product O=C(NS(=O)(=O)C=Cc1ccccc1Cl)c1ccc(Br)cc1Cl. Reaction SMILES: [Br:16][c:17]1[cH:18][c:19]([Cl:26])[c:20]([C:21](=[O:22])[Cl:23])[cH:24][cH:25]1.[CH2:28]1[O:29][CH2:30][CH2:31][O:32][CH2:33]1.[Cl:3][c:4]1[c:5]([CH:10]=[CH:11][S:12](=[O:13])(=[O:14])[NH2:15])[cH:6][cH:7][cH:8][cH:9]1.[H-:1].[Na+:2].[OH2:27]>>[Cl:3][c:4]1[c:5]([CH:10]=[CH:11][S:12](=[O:13])(=[O:14])[NH:15][C:21]([c:20]2[c:19]([Cl:26])[cH:18][c:17]([Br:16])[cH:25][cH:24]2)=[O:22])[cH:6][cH:7][cH:8][cH:9]1. The reactants are C1CCOC1, CS(=O)(=O)N1CCN(CCCN)CC1, CCN(C(C)C)C(C)C, Clc1cccc(Nc2nccc(Cl)n2)c1. Yields the product CS(=O)(=O)N1CCN(CCCNc2ccnc(Nc3cccc(Cl)c3)n2)CC1. As a reaction SMILES: [CH2:39]1[O:40][CH2:41][CH2:42][CH2:43]1.[CH3:25][S:26](=[O:27])(=[O:28])[N:29]1[CH2:30][CH2:31][N:32]([CH2:35][CH2:36][CH2:37][NH2:38])[CH2:33][CH2:34]1.[CH:16]([N:17]([CH2:18][CH3:19])[CH:20]([CH3:21])[CH3:22])([CH3:23])[CH3:24].[Cl:1][c:2]1[n:3][c:4]([NH:8][c:9]2[cH:10][c:11]([Cl:15])[cH:12][cH:13][cH:14]2)[n:5][cH:6][cH:7]1>>[c:2]1([NH:38][CH2:37][CH2:36][CH2:35][N:32]2[CH2:31][CH2:30][N:29]([S:26]([CH3:25])(=[O:27])=[O:28])[CH2:34][CH2:33]2)[n:3][c:4]([NH:8][c:9]2[cH:10][c:11]([Cl:15])[cH:12][cH:13][cH:14]2)[n:5][cH:6][cH:7]1. Reactants: C1=C(C=CC2=CC=CC=C12)C1=CC2CCC(C1)N2C (3-(naphth-2-yl)-8-methyl-8-azabicyclo[3.2.1]oct-2-ene). The solvent is C(C)O (ethanol). Yields the product C1=C(C=CC2=CC=CC=C12)C1CC2CCC(C1)N2C (3-(naphth-2-yl)-8-methyl-8-azabicyclo[3.2.1]octane). Yield: 1.5%. RXN SMILES: [CH:1]1[C:10]2[C:5](=[CH:6][CH:7]=[CH:8][CH:9]=2)[CH:4]=[CH:3][C:2]=1[C:11]1[CH2:17][CH:16]2[N:18]([CH3:19])[CH:13]([CH2:14][CH2:15]2)[CH:12]=1>C(O)C>[CH:1]1[C:10]2[C:5](=[CH:6][CH:7]=[CH:8][CH:9]=2)[CH:4]=[CH:3][C:2]=1[CH:11]1[CH2:17][CH:16]2[N:18]([CH3:19])[CH:13]([CH2:14][CH2:15]2)[CH2:12]1. Procedure details: A solution of 1.3 gm (5.22 mMol) 3-(naphth-2-yl)-8-methyl-8-azabicyclo[3.2.1]oct-2-ene in 25 mL ethanol containing 1.3 gm 10% palladium on carbon was stirred at room temperature under a hydrogen atmosphere maintained by a balloon for 8 hours. The reaction mixture was filtered and the filtrate concentrated under reduced pressure. The residue was subjected to silica gel chromatography, eluting with a gradient of dichloromethane containing 2-10% methanol and 30% of dichloromethane saturated with am... Reactants: C1=CC=CC=2C3=CC=CC=C3C(C12)OC(N(CC(NC1=CC=C2[C@H](C(=C(OC2=C1N)N)C#N)C1=CC(=C(C(=C1)OC)OC)Br)=O)C)=O ((9H-fluoren-9-yl)methyl((R)-2,8-diamino-4-(3-bromo-4,5-dimethoxyphenyl)-3-cyano-4H-chromen-7-ylcarbamoyl)methylcarbamate), C(Cl)Cl (CH2Cl2), [OH-].[Na+] (NaOH). The solvent is CO (MeOH). Run at time 8 hour. Yields the product NCC(=O)NC1=CC=C2[C@H](C(=C(OC2=C1N)N)C#N)C1=CC(=C(C(=C1)OC)OC)Br (2-Amino-N—((R)-2,8-diamino-4-(3-bromo-4,5-dimethoxyphenyl)-3-cyano-4H-chromen-7-yl)acetamide). Isolated yield 35.1%. As a reaction SMILES: C1C2C(OC(=O)[N:16](C)[CH2:17][C:18](=[O:45])[NH:19][C:20]3[C:29]([NH2:30])=[C:28]4[C:23]([C@@H:24]([C:34]5[CH:39]=[C:38]([O:40][CH3:41])[C:37]([O:42][CH3:43])=[C:36]([Br:44])[CH:35]=5)[C:25]([C:32]#[N:33])=[C:26]([NH2:31])[O:27]4)=[CH:22][CH:21]=3)C3C(=CC=CC=3)C=2C=CC=1.C(Cl)Cl.[OH-].[Na+]>CO>[NH2:16][CH2:17][C:18]([NH:19][C:20]1[C:29]([NH2:30])=[C:28]2[C:23]([C@@H:24]([C:34]3[CH:39]=[C:38]([O:40][CH3:41])[C:37]([O:42][CH3:43])=[C:36]([Br:44])[CH:35]=3)[C:25]([C:32]#[N:33])=[C:26]([NH2:31])[O:27]2)=[CH:22][CH:21]=1)=[O:45] |f:2.3|. Procedure details: To an oven-dried one-neck round bottom reaction flask charged with a magnetic stir bar at rt under argon was added (9H-fluoren-9-yl)methyl((R)-2,8-diamino-4-(3-bromo-4,5-dimethoxyphenyl)-3-cyano-4H-chromen-7-ylcarbamoyl)methylcarbamate (0.050 g, 0.072 mmol), CH2Cl2:MeOH, 1:1 (2.40 mL) and 2N NaOH (0.072 mL, 0.14 mmol). The orange suspension was stirred at rt overnight. The suspension was concentrated leaving a brown residue. The residue was extracted with CHCl3 (3×40 mL), dried over MgSO4, filte... Starting materials: C[C@@H]1C(NC(N1)=O)=O ((R)-5-methylimidazolidine-2,4-dione), COC1=CC=C(CCl)C=C1 (4-methoxybenzyl chloride). Product: COC1=CC=C(CN2C(N[C@@H](C2=O)C)=O)C=C1 ((R)-3-(4-methoxybenzyl)-5-methylimidazolidine-2,4-dione). RXN SMILES: [CH3:1][C@H:2]1[NH:6][C:5](=[O:7])[NH:4][C:3]1=[O:8].[CH3:9][O:10][C:11]1[CH:18]=[CH:17][C:14]([CH2:15]Cl)=[CH:13][CH:12]=1>>[CH3:9][O:10][C:11]1[CH:18]=[CH:17][C:14]([CH2:15][N:4]2[C:3](=[O:8])[C@@H:2]([CH3:1])[NH:6][C:5]2=[O:7])=[CH:13][CH:12]=1. Procedure: Using (R)-5-methylimidazolidine-2,4-dione (2.00 g) and 4-methoxybenzyl chloride (2.85 mL) and by the reaction and treatment in the same manner as in Preparation Example 51, the title compound (2.95 g) was obtained. Reactants: ClC1=C(C=CC=C1C=1N=C(SC1C1=NC(=NC=C1)Cl)C1CCOCC1)NS(=O)(=O)C1=COC=C1 (N-{2-chloro-3-[5-(2-chloro-4-pyrimidinyl)-2-(tetrahydro-2H-pyran-4-yl)-1,3-thiazol-4-yl]phenyl}-3-furansulfonamide), [OH-].[NH4+] (ammonium hydroxide). The product is NC1=NC=CC(=N1)C1=C(N=C(S1)C1CCOCC1)C=1C(=C(C=CC1)NS(=O)(=O)C1=COC=C1)Cl (N-{3-[5-(2-amino-4-pyrimidinyl)-2-(tetrahydro-2H-pyran-4-yl)-1,3-thiazol-4-yl]-2-chlorophenyl}-3-furansulfonamide), solid. Yield: 61.0%. As a reaction SMILES: [Cl:1][C:2]1[C:7]([C:8]2[N:9]=[C:10]([CH:20]3[CH2:25][CH2:24][O:23][CH2:22][CH2:21]3)[S:11][C:12]=2[C:13]2[CH:18]=[CH:17][N:16]=[C:15](Cl)[N:14]=2)=[CH:6][CH:5]=[CH:4][C:3]=1[NH:26][S:27]([C:30]1[CH:34]=[CH:33][O:32][CH:31]=1)(=[O:29])=[O:28].[OH-].[NH4+:36]>>[NH2:36][C:15]1[N:14]=[C:13]([C:12]2[S:11][C:10]([CH:20]3[CH2:25][CH2:24][O:23][CH2:22][CH2:21]3)=[N:9][C:8]=2[C:7]2[C:2]([Cl:1])=[C:3]([NH:26][S:27]([C:30]3[CH:34]=[CH:33][O:32][CH:31]=3)(=[O:28])=[O:29])[CH:4]=[CH:5][CH:6]=2)[CH:18]=[CH:17][N:16]=1 |f:1.2|. Reported procedure: Following a procedure analogous to the procedure described in Example 52, Step B using N-{2-chloro-3-[5-(2-chloro-4-pyrimidinyl)-2-(tetrahydro-2H-pyran-4-yl)-1,3-thiazol-4-yl]phenyl}-3-furansulfonamide (95 mg, 0.177 mmol) and ammonium hydroxide (4 mL), the title compound was obtained as an off-white solid (59 mg, 61% yield). MS (ESI): 519 [M+H]+. The product is NC(=O)NC=1NC(=CC1C(=O)N)C1=CC=C(C=C1)CN(CCO)CC1=CC=CC=C1 (2-Aminocarbonylamino-5-[4-[N-benzyl-N-(2-hydroxyethyl)aminomethyl]phenyl]pyrrole-3-carboxamide). Procedure: Acetic acid (30 μl N-benzylethanolamine (79 μL, 0.55 mmol) and sodium cyanoborohydride (35 mg, 0.55 mmol) were added to a solution of 2-aminocarbonylamino-5-(4-formylphenyl)pyrrole-3-carboxamide (Compound No. 14-1, 50 mg, 0.18 mmol) in N,N-dimethylformamide (3 mL) and the mixture was stirred overnight at room temperature. Saturated aqueous sodium hydrogencarbonate (10 mL) and water (10 mL) were added to the reaction solution, extracted with ethyl acetate (20 mL). The organic layer was washed wit... The yield is 36.0%. Run in O (water), CN(C=O)C (N,N-dimethylformamide), C(C)(=O)O (Acetic acid). RXN SMILES: [CH2:1]([NH:8][CH2:9][CH2:10][OH:11])[C:2]1[CH:7]=[CH:6][CH:5]=[CH:4][CH:3]=1.C([BH3-])#N.[Na+].[NH2:16][C:17]([NH:19][C:20]1[NH:21][C:22]([C:28]2[CH:33]=[CH:32][C:31]([CH:34]=O)=[CH:30][CH:29]=2)=[CH:23][C:24]=1[C:25]([NH2:27])=[O:26])=[O:18].C(=O)([O-])O.[Na+]>CN(C)C=O.O.C(O)(=O)C>[NH2:16][C:17]([NH:19][C:20]1[NH:21][C:22]([C:28]2[CH:29]=[CH:30][C:31]([CH2:34][N:8]([CH2:1][C:2]3[CH:7]=[CH:6][CH:5]=[CH:4][CH:3]=3)[CH2:9][CH2:10][OH:11])=[CH:32][CH:33]=2)=[CH:23][C:24]=1[C:25]([NH2:27])=[O:26])=[O:18] |f:1.2,4.5|. Reactants: C(O)([O-])=O.[Na+] (sodium hydrogencarbonate), C(C1=CC=CC=C1)NCCO (N-benzylethanolamine), C(#N)[BH3-].[Na+] (sodium cyanoborohydride), NC(=O)NC=1NC(=CC1C(=O)N)C1=CC=C(C=C1)C=O (2-aminocarbonylamino-5-(4-formylphenyl)pyrrole-3-carboxamide).